Task: describe an organic reaction: reactants, conditions, products, and yield. Dataset: the Open Reaction Database (ORD), a public repository of structured organic reaction records The reactants are N[C@H]1CN(CCC1)C1=CC(N(C(N1CC1=C(C#N)C=CC=C1)=O)CC1=CC(=CC=C1)C#N)=O (2-{6-[3(R)-Amino-piperidin-1-yl]-3-(3-cyano-benzyl)-2,4-dioxo-3,4-dihydro-2H-pyrimidin-1-ylmethyl}-benzonitrile), BrCC1=CC=C(C=C1)N1N=CC=C1 (1-(4-bromomethyl-phenyl)-1H-pyrazole). The product is N[C@H]1CN(CCC1)C1=CC(N(C(N1CC1=C(C#N)C=CC=C1)=O)CC1=CC=C(C=C1)N1N=CC=C1)=O (2-{6-[3(R)-Amino-piperidin-1-yl]-2,4-dioxo-3-(4-pyrazol-1-yl-benzyl)-3,4-dihydro-2H-pyrimidin-1-ylmethyl}-benzonitrile). As a reaction SMILES: [NH2:1][C@@H:2]1[CH2:7][CH2:6][CH2:5][N:4]([C:8]2[N:13]([CH2:14][C:15]3[CH:22]=[CH:21][CH:20]=[CH:19][C:16]=3[C:17]#[N:18])[C:12](=[O:23])[N:11]([CH2:24][C:25]3[CH:30]=[CH:29][CH:28]=[C:27](C#N)[CH:26]=3)[C:10](=[O:33])[CH:9]=2)[CH2:3]1.BrCC1C=CC([N:42]2[CH:46]=[CH:45][CH:44]=[N:43]2)=CC=1>>[NH2:1][C@@H:2]1[CH2:7][CH2:6][CH2:5][N:4]([C:8]2[N:13]([CH2:14][C:15]3[CH:22]=[CH:21][CH:20]=[CH:19][C:16]=3[C:17]#[N:18])[C:12](=[O:23])[N:11]([CH2:24][C:25]3[CH:26]=[CH:27][C:28]([N:42]4[CH:46]=[CH:45][CH:44]=[N:43]4)=[CH:29][CH:30]=3)[C:10](=[O:33])[CH:9]=2)[CH2:3]1. Reported procedure: Title compound 21 was prepared by the methods used in the preparation of compound 17, except that 1-(4-bromomethyl-phenyl)-1H-pyrazole was used in the place of m-cyano-benzyl bromide. 1H-NMR (400 MHz, CDCl3-CD3OD 10:1) δ 7.90 (d, J=2.5 Hz, 1H), 7.71 (d, J=1.8 Hz, 1H), 7.65 (d, J=7.6 Hz, 1H), 7.51-7.58 (m, 3H), 7.43-7.37 (m, 3H), 7.22 (d, J=7.8 Hz, 1H), 6.47 (t, J=2.1 Hz, 1H), 5.43 (s, 1H), 5.14-5.30 (ABq, J=41.2, 16.4 Hz, 2H), 5.05 (s, 2H), 3.32-3.40 (m, 2H), 2.96 (m, 1H), 2.89 (m, 1H), 2.70 (m,... Reactants: CN(C)C=O, ClC(Cn1ccnc1)C1CCCCC1, [H-], [Na+], COC(=O)c1ccc(S)cc1. The product is COC(=O)c1ccc(SC(Cn2ccnc2)C2CCCCC2)cc1. As a reaction SMILES: [CH3:28][N:29]([CH3:30])[CH:31]=[O:32].[Cl:14][CH:15]([CH2:16][n:17]1[cH:18][n:19][cH:20][cH:21]1)[CH:22]1[CH2:23][CH2:24][CH2:25][CH2:26][CH2:27]1.[H-:1].[Na+:2].[SH:3][c:4]1[cH:5][cH:6][c:7]([C:8](=[O:9])[O:10][CH3:11])[cH:12][cH:13]1>>[S:3]([c:4]1[cH:5][cH:6][c:7]([C:8](=[O:9])[O:10][CH3:11])[cH:12][cH:13]1)[CH:15]([CH2:16][n:17]1[cH:18][n:19][cH:20][cH:21]1)[CH:22]1[CH2:23][CH2:24][CH2:25][CH2:26][CH2:27]1. The reactants are N#N (N2), BrC1=C(C=CC(=C1)S(=O)(=O)CC)OC (2-bromo-4-ethylsulfonyl-1-methoxybenzene), CN1C(C2=CC=C(C=C2C(=C1)B1OC(C(O1)(C)C)(C)C)C=1C=NN(C1)C)=O (2-methyl-6-(1-methylpyrazol-4-yl)-4-(4,4,5,5-tetramethyl-1,3,2-dioxaborolan-2-yl)isoquinolin-1-one), [O-]P(=O)([O-])[O-].[K+].[K+].[K+] (K3PO4). Reagents/catalysts: C1=CC=C(C=C1)P([C-]2C=CC=C2)C3=CC=CC=C3.C1=CC=C(C=C1)P([C-]2C=CC=C2)C3=CC=CC=C3.Cl[Pd]Cl.[Fe+2] (Pd(dppf)Cl2). Run in O1CCOCC1 (dioxane), O (water). Yields the product C(C)S(=O)(=O)C=1C=CC(=C(C1)C1=CN(C(C2=CC=C(C=C12)C=1C=NN(C1)C)=O)C)OC (4-(5-ethylsulfonyl-2-methoxyphenyl)-2-methyl-6-(1-methylpyrazol-4-yl)isoquinolin-1-one). Isolated yield 55.7%. RXN SMILES: N#N.Br[C:4]1[CH:9]=[C:8]([S:10]([CH2:13][CH3:14])(=[O:12])=[O:11])[CH:7]=[CH:6][C:5]=1[O:15][CH3:16].[CH3:17][N:18]1[CH:27]=[C:26](B2OC(C)(C)C(C)(C)O2)[C:25]2[C:20](=[CH:21][CH:22]=[C:23]([C:37]3[CH:38]=[N:39][N:40]([CH3:42])[CH:41]=3)[CH:24]=2)[C:19]1=[O:43].[O-]P([O-])([O-])=O.[K+].[K+].[K+]>O1CCOCC1.O.C1C=CC(P(C2C=CC=CC=2)[C-]2C=CC=C2)=CC=1.C1C=CC(P(C2C=CC=CC=2)[C-]2C=CC=C2)=CC=1.Cl[Pd]Cl.[Fe+2]>[CH2:13]([S:10]([C:8]1[CH:7]=[CH:6][C:5]([O:15][CH3:16])=[C:4]([C:26]2[C:25]3[C:20](=[CH:21][CH:22]=[C:23]([C:37]4[CH:38]=[N:39][N:40]([CH3:42])[CH:41]=4)[CH:24]=3)[C:19](=[O:43])[N:18]([CH3:17])[CH:27]=2)[CH:9]=1)(=[O:12])=[O:11])[CH3:14] |f:3.4.5.6,9.10.11.12|. Procedure details: For 5 min N2 was bubbled into a mixture of 2-bromo-4-ethylsulfonyl-1-methoxybenzene (300 mg, 1.07 mmol), the title compound of Example 46, step 2 (300 mg, 0.82 mmol), K3PO4 (435.6 mg, 2.05 mmol) and Pd(dppf)Cl2 (120.2 mg, 0.16 mmol) in dioxane (8 mL) and water (0.8 mL) which was then microwaved at 110° C. for 30 min. Purification by silica gel chromatography (DCM:MeOH=100:0 to 20:1) gave the title compound (200 mg, 55.7%) as a yellow solid. 1H NMR (CDCl3, 400 MHz) δ 8.51 (d, J=8.4 Hz, 1H), 8.03 ...